describe an organic reaction: reactants, conditions, products, and yield From a dataset of the Open Reaction Database (ORD), a public repository of structured organic reaction records. The reactants are ClC1=CC=C(C=C1)S(=O)(=O)NCCCCC(CCC(=O)OC)CCCC=1C=NC=CC1 (methyl 8-(p-chlorophenylsulfonamido)-4-[3-(3-pyridyl)propyl]-octanoate), CC(CO)(C)C (2,2-dimethylpropanol), C(CCC)[Li] (n-butyllithium). The solvent is O1CCCC1 (tetrahydrofuran), CCCCCC (hexane). The product is ClC1=CC=C(C=C1)S(=O)(=O)NCCCCC(CCC(=O)OCC(C)(C)C)CCCC=1C=NC=CC1 (2,2-dimethylpropyl 8-(p-chlorophenylsulfonamido)-4-[3-(3-pyridyl)propyl]-octanoate). Reaction SMILES: [CH3:1][C:2]([CH3:6])([CH3:5])[CH2:3][OH:4].C([Li])CCC.[Cl:12][C:13]1[CH:18]=[CH:17][C:16]([S:19]([NH:22][CH2:23][CH2:24][CH2:25][CH2:26][CH:27]([CH2:34][CH2:35][CH2:36][C:37]2[CH:38]=[N:39][CH:40]=[CH:41][CH:42]=2)[CH2:28][CH2:29][C:30](OC)=[O:31])(=[O:21])=[O:20])=[CH:15][CH:14]=1>O1CCCC1.CCCCCC>[Cl:12][C:13]1[CH:18]=[CH:17][C:16]([S:19]([NH:22][CH2:23][CH2:24][CH2:25][CH2:26][CH:27]([CH2:34][CH2:35][CH2:36][C:37]2[CH:38]=[N:39][CH:40]=[CH:41][CH:42]=2)[CH2:28][CH2:29][C:30]([O:4][CH2:3][C:2]([CH3:6])([CH3:5])[CH3:1])=[O:31])(=[O:21])=[O:20])=[CH:15][CH:14]=1. Procedure: To a solution of 0.378 g of 2,2-dimethylpropanol in 3 ml tetrahydrofuran is added 0.003 ml of 2.5M n-butyllithium in hexane. To this solution is added 0.332 g methyl 8-(p-chlorophenylsulfonamido)-4-[3-(3-pyridyl)propyl]-octanoate and the mixture is refluxed for 20 h. The reaction is quenched by addition of 3 ml of saturated ammonium chloride solution. It is then extracted with methylene chloride (3×10 ml). The combined organic extracts are dried, filtered and evaporated to dryness to give a clea... Starting materials: CCOCC, Cc1ccccc1, CC(C)N(CCNC(=O)n1ccnc1)C(C)C, CC(C)O, ClCCl, CCNC(=O)C1OC(n2cnc3c(NCC(c4ccccc4)c4ccccc4)nc(CN)nc32)C(O)C1O. The product is CCNC(=O)C1OC(n2cnc3c(NCC(c4ccccc4)c4ccccc4)nc(CNC(=O)NCCN(C(C)C)C(C)C)nc32)C(O)C1O. As a reaction SMILES: [CH2:70]([O:71][CH2:72][CH3:73])[CH3:74].[CH3:60][c:61]1[cH:62][cH:63][cH:64][cH:65][cH:66]1.[CH:1]([CH3:2])([CH3:3])[N:4]([CH2:5][CH2:6][NH:7][C:8](=[O:9])[n:10]1[cH:11][cH:12][n:13][cH:14]1)[CH:15]([CH3:16])[CH3:17].[CH:56]([OH:57])([CH3:58])[CH3:59].[Cl:67][CH2:68][Cl:69].[NH2:18][CH2:19][c:20]1[n:21][c:22]([NH:41][CH2:42][CH:43]([c:44]2[cH:45][cH:46][cH:47][cH:48][cH:49]2)[c:50]2[cH:51][cH:52][cH:53][cH:54][cH:55]2)[c:23]2[n:24][cH:25][n:26]([CH:29]3[CH:30]([OH:40])[CH:31]([OH:39])[CH:32]([C:34](=[O:35])[NH:36][CH2:37][CH3:38])[O:33]3)[c:27]2[n:28]1>>[CH:1]([CH3:2])([CH3:3])[N:4]([CH2:5][CH2:6][NH:7][C:8](=[O:9])[NH:18][CH2:19][c:20]1[n:21][c:22]([NH:41][CH2:42][CH:43]([c:44]2[cH:45][cH:46][cH:47][cH:48][cH:49]2)[c:50]2[cH:51][cH:52][cH:53][cH:54][cH:55]2)[c:23]2[n:24][cH:25][n:26]([CH:29]3[CH:30]([OH:40])[CH:31]([OH:39])[CH:32]([C:34](=[O:35])[NH:36][CH2:37][CH3:38])[O:33]3)[c:27]2[n:28]1)[CH:15]([CH3:16])[CH3:17]. The reactants are CCCNC(=O)C1CCC2C3CCc4cc(OS(N)(=O)=O)ccc4C3CCC12C, CNC(=O)C1=CCC2C3CCc4cc(OS(N)(=O)=O)ccc4C3CCC12C. Product: CNC(=O)C1CCC2C3CCc4cc(OS(N)(=O)=O)ccc4C3CCC12C. As a reaction SMILES: [S:1]([NH2:2])([O:3][c:4]1[cH:5][c:6]2[c:19]([cH:20][cH:21]1)[CH:18]1[CH:9]([CH2:8][CH2:7]2)[CH:10]2[CH2:11][CH2:12][CH:13]([C:22]([NH:23][CH2:24][CH2:25][CH3:26])=[O:27])[C:14]2([CH3:15])[CH2:16][CH2:17]1)(=[O:28])=[O:29].[S:30](=[O:31])(=[O:32])([O:33][c:34]1[cH:35][cH:36][c:37]2[c:54]([cH:55]1)[CH2:53][CH2:52][CH:39]1[CH:38]2[CH2:43][CH2:42][C:41]2([CH3:44])[CH:40]1[CH2:51][CH:50]=[C:45]2[C:46](=[O:47])[NH:48][CH3:49])[NH2:56]>>[S:1]([NH2:2])([O:3][c:4]1[cH:5][c:6]2[c:19]([cH:20][cH:21]1)[CH:18]1[CH:9]([CH2:8][CH2:7]2)[CH:10]2[CH2:11][CH2:12][CH:13]([C:22]([NH:23][CH3:24])=[O:27])[C:14]2([CH3:15])[CH2:16][CH2:17]1)(=[O:28])=[O:29]. The reactants are C(=O)C(CC1N(C(OC1)(C)C)C(=O)OC(C)(C)C)C(C)C (tert-butyl 4-(2-formyl-3-methylbutyl)-2,2-dimethyloxazolidine -3-carboxylate), CN1CCOCC1 (N-methylmorpholine), BrC=1C=C2C(=CN(C2=CC1)C)CCCOC (5-bromo-3-(3-methoxypropyl)-1-methyl-1H-indole), BrC=1C=C2C(=CN(C2=CC1)C)CCCOC (5-bromo-3-(3-methoxypropyl)-1-methyl-1H-indole), C(CCC)[Li] (n-butyllithium), C(CCC)[Mg]CCCC (dibutylmagnesium). Solvent: O1CCCC1 (tetrahydrofuran), O1CCCC1 (tetrahydrofuran), O1CCCC1 (tetrahydrofuran). Conditions: temperature 0 celsius, time 10 minute. Product: OC(C(CC1N(C(OC1)(C)C)C(=O)OC(C)(C)C)C(C)C)C=1C=C2C(=CN(C2=CC1)C)CCCOC (tert-Butyl 4-(2-{hydroxy-[3-(3-methoxypropyl)-1-methyl-1H-indol-5-yl]-methyl}-3-methylbutyl)-2,2-dimethyloxazolidine-3-carboxylate), SiO2. RXN SMILES: C([Mg]CCCC)CCC.C([Li])CCC.Br[C:16]1[CH:17]=[C:18]2[C:22](=[CH:23][CH:24]=1)[N:21]([CH3:25])[CH:20]=[C:19]2[CH2:26][CH2:27][CH2:28][O:29][CH3:30].CN1CCOCC1.[CH:38]([CH:40]([CH:56]([CH3:58])[CH3:57])[CH2:41][CH:42]1[CH2:46][O:45][C:44]([CH3:48])([CH3:47])[N:43]1[C:49]([O:51][C:52]([CH3:55])([CH3:54])[CH3:53])=[O:50])=[O:39]>O1CCCC1>[OH:39][CH:38]([C:16]1[CH:17]=[C:18]2[C:22](=[CH:23][CH:24]=1)[N:21]([CH3:25])[CH:20]=[C:19]2[CH2:26][CH2:27][CH2:28][O:29][CH3:30])[CH:40]([CH:56]([CH3:58])[CH3:57])[CH2:41][CH:42]1[CH2:46][O:45][C:44]([CH3:48])([CH3:47])[N:43]1[C:49]([O:51][C:52]([CH3:55])([CH3:54])[CH3:53])=[O:50]. Procedure: A solution of 12.51 ml of dibutylmagnesium (1M in heptane) in 70 ml of tetrahydrofuran is cooled to 0° C. and admixed with 7.80 ml of n-butyllithium (1M in hexane). After 10 minutes, the mixture is admixed with a solution of 3.60 g of 5-bromo-3-(3-methoxypropyl)-1-methyl-1H-indole (residue 3) and 0.14 ml of N-methylmorpholine in 15 ml of tetrahydrofuran and stirred at 0° C. for 30 minutes. The reaction mixture is cooled to −78° C. and admixed with the solution of 3.02 g of tert-butyl 4-(2-formyl... The reactants are BrC1=CC2=C(N=C(OC2)N[C@@H]2CCC3=CC=CC=C23)C=C1 ((6-bromo-4H-benzo[d][1,3]oxazin-2-yl)-(R)-indan-1-yl-amine), C1(CC1)B(O)O (cyclopropylboronic acid), C1(CCCCC1)P(C1CCCCC1)C1CCCCC1 (tricyclohexylphosphine), P(=O)([O-])([O-])[O-].[K+].[K+].[K+] (potassiumphosphate). The reagents and catalysts are [Pd] (palladium). Solvent: O (water), C1(=CC=CC=C1)C (toluene), O (water). Yields the product C1(CC1)C1=CC2=C(N=C(OC2)N[C@@H]2CCC3=CC=CC=C23)C=C1 ((6-Cyclopropyl-4H-benzo[d][1,3]oxazin-2-yl)-(R)-indan-1-yl-amine). Yield: 45.3%. RXN SMILES: Br[C:2]1[CH:21]=[CH:20][C:5]2[N:6]=[C:7]([NH:10][C@H:11]3[C:19]4[C:14](=[CH:15][CH:16]=[CH:17][CH:18]=4)[CH2:13][CH2:12]3)[O:8][CH2:9][C:4]=2[CH:3]=1.[CH:22]1(B(O)O)[CH2:24][CH2:23]1.C1(P(C2CCCCC2)C2CCCCC2)CCCCC1.P([O-])([O-])([O-])=O.[K+].[K+].[K+]>C1(C)C=CC=CC=1.[Pd].O>[CH:22]1([C:2]2[CH:21]=[CH:20][C:5]3[N:6]=[C:7]([NH:10][C@H:11]4[C:19]5[C:14](=[CH:15][CH:16]=[CH:17][CH:18]=5)[CH2:13][CH2:12]4)[O:8][CH2:9][C:4]=3[CH:3]=2)[CH2:24][CH2:23]1 |f:3.4.5.6|. Procedure: A stirred mixture of (6-bromo-4H-benzo[d][1,3]oxazin-2-yl)-(R)-indan-1-yl-amine (Example 32) (171.6 mg, 0.5 mmol), cyclopropylboronic acid (85.9 mg, 1.0 mmol), tricyclohexylphosphine (28 mg, 0.1 mmol), potassiumphosphate (371.5 mg, 1.75 mmol) and palladium actetate (11.2 mg, 0.05 mmol) in toluene (2 ml) and water (0.1 ml) was heated in a sealed tube at 110° C. for 17 h. The reaction mixture was poured into water (20 ml), extracted with ethyl acetate (2×30 ml). The combined organic layers were wa... Starting materials: CC=1C=C(C=C(C1)B1OC(C(O1)(C)C)(C)C)NC1=NC=CC(=N1)C(F)(F)F (N-[3-methyl-5-(4,4,5,5-tetramethyl-1,3,2-dioxaborolan-2-yl)phenyl]-4-(trifluoromethyl)pyrimidin-2-amine), C(C)OC(C=CC1=NC=C(C=C1)Br)=O (ethyl-3-(5-bromopyridin-2-yl)prop-2-enoate), C([O-])([O-])=O.[Na+].[Na+] (sodium carbonate). The reagents and catalysts are C1=CC=C(C=C1)P([C-]2C=CC=C2)C3=CC=CC=C3.C1=CC=C(C=C1)P([C-]2C=CC=C2)C3=CC=CC=C3.Cl[Pd]Cl.[Fe+2] (PdCl2(dppf)). Run in O1CCOCC1 (dioxane). Product: C(C)OC(C=CC1=NC=C(C=C1)C1=CC(=CC(=C1)NC1=NC=CC(=N1)C(F)(F)F)C)=O (ethyl-3-[5-(3-methyl-5-{[4-(trifluoromethyl)pyrimidin-2-yl]amino}phenyl)pyridin-2-yl]prop-2-enoate). Reaction SMILES: [CH3:1][C:2]1[CH:3]=[C:4]([NH:17][C:18]2[N:23]=[C:22]([C:24]([F:27])([F:26])[F:25])[CH:21]=[CH:20][N:19]=2)[CH:5]=[C:6](B2OC(C)(C)C(C)(C)O2)[CH:7]=1.[CH2:28]([O:30][C:31](=[O:41])[CH:32]=[CH:33][C:34]1[CH:39]=[CH:38][C:37](Br)=[CH:36][N:35]=1)[CH3:29].C(=O)([O-])[O-].[Na+].[Na+]>C1C=CC(P(C2C=CC=CC=2)[C-]2C=CC=C2)=CC=1.C1C=CC(P(C2C=CC=CC=2)[C-]2C=CC=C2)=CC=1.Cl[Pd]Cl.[Fe+2].O1CCOCC1>[CH2:28]([O:30][C:31](=[O:41])[CH:32]=[CH:33][C:34]1[CH:39]=[CH:38][C:37]([C:6]2[CH:5]=[C:4]([NH:17][C:18]3[N:23]=[C:22]([C:24]([F:25])([F:26])[F:27])[CH:21]=[CH:20][N:19]=3)[CH:3]=[C:2]([CH3:1])[CH:7]=2)=[CH:36][N:35]=1)[CH3:29] |f:2.3.4,5.6.7.8|. Procedure details: A mixture of N-[3-methyl-5-(4,4,5,5-tetramethyl-1,3,2-dioxaborolan-2-yl)phenyl]-4-(trifluoromethyl)pyrimidin-2-amine (222 mg, 0.585 mmol), ethyl-3-(5-bromopyridin-2-yl)prop-2-enoate (101 mg, 0.393 mmol), PdCl2(dppf) (62.9 mg, 0.086 mmol), sodium carbonate (2 M, 0.40 mL, 0.800 mmol), and dioxane (2.00 mL) was purged and flushed with Ar(g) (3×) and irradiated in a microwave reactor for 10 minutes at 100° C. The reaction mixture was further irradiated with microwave at 150° C. for another 10 minute...